From a dataset of the Open Reaction Database (ORD), a public repository of structured organic reaction records. describe an organic reaction: reactants, conditions, products, and yield Reactants: N1=C(C=CC=C1)C=O (pyridine-2-aldehyde), C(C)OC(CC(=O)COC(C)=O)=O (γ-acetoxyacetoacetic acid ethyl ester), C(C)OC(\C=C(\C)/N)=O (β-aminocrotonic acid ethyl ester). Run in C(C)O (ethanol). The product is C(C)OC(=O)C1=C(NC(=C(C1C1=NC=CC=C1)C(=O)OCC)C)COC(C)=O (2-Acetoxymethyl-6-methyl-4-(-pyridyl)-1,4-dihydropyridine-3,5-dicarboxylic acid diethyl ester). Isolated yield 60.0%. RXN SMILES: [N:1]1[CH:6]=[CH:5][CH:4]=[CH:3][C:2]=1[CH:7]=O.[CH2:9]([O:11][C:12](=[O:21])[CH2:13][C:14]([CH2:16][O:17][C:18](=[O:20])[CH3:19])=O)[CH3:10].[CH2:22]([O:24][C:25](=[O:30])/[CH:26]=[C:27](\[NH2:29])/[CH3:28])[CH3:23]>C(O)C>[CH2:9]([O:11][C:12]([C:13]1[CH:7]([C:2]2[CH:3]=[CH:4][CH:5]=[CH:6][N:1]=2)[C:26]([C:25]([O:24][CH2:22][CH3:23])=[O:30])=[C:27]([CH3:28])[NH:29][C:14]=1[CH2:16][O:17][C:18](=[O:20])[CH3:19])=[O:21])[CH3:10]. Reported procedure: A solution of 5.4 g of pyridine-2-aldehyde, 9.4 g of γ-acetoxyacetoacetic acid ethyl ester and 6.5 g of β-aminocrotonic acid ethyl ester in 40 ccs of ethanol is heated to the boil overnight and then cooled. After filtering, beige crystals of melting point 116° C. are obtained, yield: 60%. The reactants are ClC=1N=CC=2CCCC(C2C1)=NO (3-Chloro-7,8-dihydro-6H-isoquinolin-5-one oxime), C(=O)([O-])[O-].[Na+].[Na+] (Na2CO3). Run in CC(=O)C (acetone). Reaction conditions: temperature 60 celsius. Product: Hexanes acetone, ClC=1N=CC=2CCCC(C2C1)=O (3-Chloro-7,8-dihydro-6H-isoquinolin-5-one). RXN SMILES: [Cl:1][C:2]1[N:3]=[CH:4][C:5]2[CH2:6][CH2:7][CH2:8][C:9](=NO)[C:10]=2[CH:11]=1.C([O-])([O-])=[O:15].[Na+].[Na+]>CC(C)=O>[Cl:1][C:2]1[N:3]=[CH:4][C:5]2[CH2:6][CH2:7][CH2:8][C:9](=[O:15])[C:10]=2[CH:11]=1 |f:1.2.3|. Procedure details: 3-Chloro-7,8-dihydro-6H-isoquinolin-5-one oxime (9.10 g; 46.3 mmol) dissolved in acetone (105 ml) and HClconc (105 ml) is heated at 60° C. for 1 hour. The reaction mixture is poured on 2N Na2CO3 and extracted with ethyl acetate three times, the organic phases are combined, dried over Na2SO4 and evaporated to dryness. Chromatography (SiO2; Hexanes/acetone 85:15) yields the desired ketone as yellowish crystals. 1H-NMR (400 MHz; DMSO-d6): 8.57 (s, 1H); 7.66 (s, 1H); 2.96 (m, 2H); 2.71 (m, 2H); 2.10... The reactants are [Br-], COC(=O)c1ccc(CO)cc1Oc1ccccc1, [Li+], CN(C)C=O, O, BrP(Br)Br. Product: COC(=O)c1ccc(CBr)cc1Oc1ccccc1. Reaction SMILES: [Br-:20].[CH3:1][O:2][C:3]([c:4]1[c:5]([O:12][c:13]2[cH:14][cH:15][cH:16][cH:17][cH:18]2)[cH:6][c:7]([CH2:10][OH:11])[cH:8][cH:9]1)=[O:19].[Li+:21].[O:27]=[CH:28][N:29]([CH3:30])[CH3:31].[OH2:26].[P:22]([Br:23])([Br:24])[Br:25]>>[CH3:1][O:2][C:3]([c:4]1[c:5]([O:12][c:13]2[cH:14][cH:15][cH:16][cH:17][cH:18]2)[cH:6][c:7]([CH2:10][Br:23])[cH:8][cH:9]1)=[O:19]. Reactants: Cc1c(C(=O)OC(C)(C)C)oc2ccc(I)c(O)c12, CI, [K+], [K+], O=C([O-])[O-], CN(C)C=O. Product: COc1c(I)ccc2oc(C(=O)OC(C)(C)C)c(C)c12. RXN SMILES: [C:1]([CH3:2])([CH3:3])([CH3:4])[O:5][C:6](=[O:7])[c:8]1[o:9][c:10]2[c:11]([c:12]1[CH3:13])[c:14]([OH:19])[c:15]([I:18])[cH:16][cH:17]2.[I:20][CH3:21].[K+:22].[K+:23].[O-:24][C:25]([O-:26])=[O:27].[O:28]=[CH:29][N:30]([CH3:31])[CH3:32]>>[C:1]([CH3:2])([CH3:3])([CH3:4])[O:5][C:6](=[O:7])[c:8]1[o:9][c:10]2[c:11]([c:12]1[CH3:13])[c:14]([O:19][CH3:25])[c:15]([I:18])[cH:16][cH:17]2.